Task: describe an organic reaction: reactants, conditions, products, and yield. Dataset: the Open Reaction Database (ORD), a public repository of structured organic reaction records Reactants: Cl, Cc1cc(F)c(N)cc1[N+](=O)[O-], [I-], [K+], O=N[O-], [Na+], O. Product: Cc1cc(F)c(I)cc1[N+](=O)[O-]. RXN SMILES: [ClH:20].[F:5][c:6]1[c:7]([NH2:8])[cH:9][c:10]([N+:14](=[O:15])[O-:16])[c:11]([CH3:13])[cH:12]1.[I-:18].[K+:17].[N:1]([O-:2])=[O:3].[Na+:4].[OH2:19]>>[F:5][c:6]1[c:7]([I:18])[cH:9][c:10]([N+:14](=[O:15])[O-:16])[c:11]([CH3:13])[cH:12]1. The reactants are FC=1C=C(C(=O)OC)C=CC1[N+](=O)[O-] (methyl 3-fluoro-4-nitrobenzoate), [H][H] (hydrogen). Reagents/catalysts: [Pd] (Pd). The solvent is C(C)(=O)OCC (ethyl acetate). Yields the product FC=1C=C(C(=O)OC)C=CC1N (methyl 3-fluoro-4-aminobenzoate). Yield: 99.7%. Reaction SMILES: [F:1][C:2]1[CH:3]=[C:4]([CH:9]=[CH:10][C:11]=1[N+:12]([O-])=O)[C:5]([O:7][CH3:8])=[O:6].[H][H]>C(OCC)(=O)C.[Pd]>[F:1][C:2]1[CH:3]=[C:4]([CH:9]=[CH:10][C:11]=1[NH2:12])[C:5]([O:7][CH3:8])=[O:6]. Procedure details: In 150 ml ethyl acetate was dissolved 5.74 grams methyl 3-fluoro-4-nitrobenzoate and the resulting solution was hydrogenated in the Parr apparatus (45 psi) over 600 mg 10% Pd-on-C for about 45 minutes, when the hydrogen uptake ceased. The catalyst was removed by filtration and the solvent was removed in vacuo to give 4.86 grams methyl 3-fluoro-4-aminobenzoate as an off-white solid, m.p. 107°-110° C. Reactants: CN(/C=C/C(=O)C1=NN(C=CC1=O)C1=CC=C(C=C1)OC(F)(F)F)C (3-((E)-3-Dimethylamino-acryloyl)-1-(4-trifluoromethoxy-phenyl)-1H-pyridazin-4-one), FC1=C(C=C(C=C1)F)NN (2,5-difluoro-phenylhydrazine). The product is FC1=C(C=C(C=C1)F)N1N=CC=C1C1=NN(C=CC1=O)C1=CC=C(C=C1)OC(F)(F)F (3-[2-(2,5-Difluoro-phenyl)-2H-pyrazol-3-yl]-1-(4-trifluoromethoxy-phenyl)-1H-pyridazin-4-one). As a reaction SMILES: C[N:2](C)/[CH:3]=[CH:4]/[C:5]([C:7]1[C:12](=[O:13])[CH:11]=[CH:10][N:9]([C:14]2[CH:19]=[CH:18][C:17]([O:20][C:21]([F:24])([F:23])[F:22])=[CH:16][CH:15]=2)[N:8]=1)=O.[F:26][C:27]1[CH:32]=[CH:31][C:30]([F:33])=[CH:29][C:28]=1[NH:34]N>>[F:26][C:27]1[CH:32]=[CH:31][C:30]([F:33])=[CH:29][C:28]=1[N:34]1[C:5]([C:7]2[C:12](=[O:13])[CH:11]=[CH:10][N:9]([C:14]3[CH:15]=[CH:16][C:17]([O:20][C:21]([F:22])([F:23])[F:24])=[CH:18][CH:19]=3)[N:8]=2)=[CH:4][CH:3]=[N:2]1. Reported procedure: The product was obtained starting from 3-((E)-3-Dimethylamino-acryloyl)-1-(4-trifluoromethoxy-phenyl)-1H-pyridazin-4-one (A-8) and 2,5-difluoro-phenylhydrazine according to the method described for example 91. MS: M=435.3 (M+H)+ Reactants: Cl (hydrogen chloride), C(C(C)C)(=O)C1=C(N(C2=CC(=CC=C12)C(=O)N)CC1=C(C=CC=C1)[N+](=O)[O-])CCC (3-isobutyryl-1-(2-nitrobenzyl)-2-propylindole-6-carboxamide). The reagents and catalysts are [Pd] (palladium on carbon). Run in CO (methanol), C(Cl)(Cl)Cl (chloroform), CO (methanol), CO (methanol). Conditions: temperature 20 celsius, time 1 hour. Yields the product Cl.NC1=C(CN2C(=C(C3=CC=C(C=C23)C(=O)N)C(C(C)C)=O)CCC)C=CC=C1 (1-(2-aminobenzyl)-3-isobutyryl-2-propylindole-6-carboxamide hydrochloride). Reaction SMILES: [C:1]([C:6]1[C:14]2[C:9](=[CH:10][C:11]([C:15]([NH2:17])=[O:16])=[CH:12][CH:13]=2)[N:8]([CH2:18][C:19]2[CH:24]=[CH:23][CH:22]=[CH:21][C:20]=2[N+:25]([O-])=O)[C:7]=1[CH2:28][CH2:29][CH3:30])(=[O:5])[CH:2]([CH3:4])[CH3:3].[ClH:31]>CO.[Pd].C(Cl)(Cl)Cl>[ClH:31].[NH2:25][C:20]1[CH:21]=[CH:22][CH:23]=[CH:24][C:19]=1[CH2:18][N:8]1[C:9]2[C:14](=[CH:13][CH:12]=[C:11]([C:15]([NH2:17])=[O:16])[CH:10]=2)[C:6]([C:1](=[O:5])[CH:2]([CH3:3])[CH3:4])=[C:7]1[CH2:28][CH2:29][CH3:30] |f:5.6|. Procedure: A solution of 3-isobutyryl-1-(2-nitrobenzyl)-2-propylindole-6-carboxamide (316 mg) in methanol (10 ml) was hydrogenated over 10% palladium on carbon at 20° C. for 6 hours. The catalyst was filtered off and the filtrate was evaporated in vacuo. The residue was chromatographed on silica gel eluting with a mixture of methanol and chloroform 1:30) to give an oil which was dissolved in a mixture of chloroform (10 ml) and methanol (20 ml). To this solution was added 10% hydrogen chloride in methanol (... Starting materials: C[Si](C)(C)CCOCn1cnc(Cl)c1C(=O)NCc1ccc(Cl)c(Oc2cc(C#N)cc(C(F)(F)F)c2)c1F, ClCCl, O=C(O)C(F)(F)F. Product: N#Cc1cc(Oc2c(Cl)ccc(CNC(=O)c3[nH]cnc3Cl)c2F)cc(C(F)(F)F)c1. Reaction SMILES: [Cl:1][c:2]1[n:3][cH:4][n:5]([CH2:32][O:33][CH2:34][CH2:35][Si:36]([CH3:37])([CH3:38])[CH3:39])[c:6]1[C:7](=[O:8])[NH:9][CH2:10][c:11]1[c:12]([F:31])[c:13]([O:18][c:19]2[cH:20][c:21]([C:29]#[N:30])[cH:22][c:23]([C:25]([F:26])([F:27])[F:28])[cH:24]2)[c:14]([Cl:17])[cH:15][cH:16]1.[Cl:47][CH2:48][Cl:49].[F:40][C:41]([F:42])([F:43])[C:44]([OH:45])=[O:46]>>[Cl:1][c:2]1[n:3][cH:4][nH:5][c:6]1[C:7](=[O:8])[NH:9][CH2:10][c:11]1[c:12]([F:31])[c:13]([O:18][c:19]2[cH:20][c:21]([C:29]#[N:30])[cH:22][c:23]([C:25]([F:26])([F:27])[F:28])[cH:24]2)[c:14]([Cl:17])[cH:15][cH:16]1.